From a dataset of the Open Reaction Database (ORD), a public repository of structured organic reaction records. describe an organic reaction: reactants, conditions, products, and yield Starting materials: CCS(=O)(=O)Cl, CCCC1=NNC(=O)C1=C1C=C(Sc2ccc(N)cc2)c2ccccc2N1. Product: CCCC1=NNC(=O)C1=C1C=C(Sc2ccc(NS(=O)(=O)CC)cc2)c2ccccc2N1. RXN SMILES: [CH2:28]([CH3:29])[S:30](=[O:31])(=[O:32])[Cl:33].[NH2:1][c:2]1[cH:3][cH:4][c:5]([S:8][C:9]2=[CH:10][C:11](=[C:19]3[C:20]([CH2:25][CH2:26][CH3:27])=[N:21][NH:22][C:23]3=[O:24])[NH:12][c:13]3[cH:14][cH:15][cH:16][cH:17][c:18]32)[cH:6][cH:7]1>>[NH:1]([c:2]1[cH:3][cH:4][c:5]([S:8][C:9]2=[CH:10][C:11](=[C:19]3[C:20]([CH2:25][CH2:26][CH3:27])=[N:21][NH:22][C:23]3=[O:24])[NH:12][c:13]3[cH:14][cH:15][cH:16][cH:17][c:18]32)[cH:6][cH:7]1)[S:30]([CH2:28][CH3:29])(=[O:31])=[O:32]. Starting materials: COC(C(C(=O)NC1=CC(=C(C(=C1)C)OC1=CC(=C(C=C1)O)S(=O)(=O)C1=CC=C(C=C1)F)C)C)=O (N-{4-[3-(4-Fluoro-benzenesulfonyl)-4-hydroxy-phenoxy]-3,5-dimethyl-phenyl}-2-methyl-malonamic acid methyl ester), [OH-].[Na+] (NaOH). The solvent is CCOC(=O)C (EtOAc), O.CO (H2O MeOH). Conditions: time 1 hour. Yields the product FC1=CC=C(C=C1)S(=O)(=O)C=1C=C(OC2=C(C=C(C=C2C)NC(C(C(=O)O)C)=O)C)C=CC1O (N-{4-[3-(4-Fluoro-benzenesulfonyl)-4-hydroxy-phenoxy]-3,5-dimethyl-phenyl}-2-methyl-malonamic acid), Example 4-4. RXN SMILES: C[O:2][C:3](=[O:35])[CH:4]([CH3:34])[C:5]([NH:7][C:8]1[CH:13]=[C:12]([CH3:14])[C:11]([O:15][C:16]2[CH:21]=[CH:20][C:19]([OH:22])=[C:18]([S:23]([C:26]3[CH:31]=[CH:30][C:29]([F:32])=[CH:28][CH:27]=3)(=[O:25])=[O:24])[CH:17]=2)=[C:10]([CH3:33])[CH:9]=1)=[O:6].[OH-].[Na+]>O.CO.CCOC(C)=O>[F:32][C:29]1[CH:30]=[CH:31][C:26]([S:23]([C:18]2[CH:17]=[C:16]([CH:21]=[CH:20][C:19]=2[OH:22])[O:15][C:11]2[C:12]([CH3:14])=[CH:13][C:8]([NH:7][C:5](=[O:6])[CH:4]([CH3:34])[C:3]([OH:35])=[O:2])=[CH:9][C:10]=2[CH3:33])(=[O:25])=[O:24])=[CH:27][CH:28]=1 |f:1.2,3.4|. Procedure details: To a solution of N-{4-[3-(4-Fluoro-benzenesulfonyl)-4-hydroxy-phenoxy]-3,5-dimethyl-phenyl}-2-methyl-malonamic acid methyl ester (155 mg, 0.31 mmol) in H2O/MeOH (1/1, 4 mL) was added 1N NaOH (0.6 mL, 0.6 mmol). After stirring at room temperature for 1 h, the solution was diluted with EtOAc (15 mL) and extracted with 0.1 N NaOH (3×10 mL). The combined basic extracts were acidified with 1M HCl and extracted with EtOAc (3×15 mL). The organic extracts were combined, washed with brine, dried and conc... Starting materials: CCCCCN(C(=O)Cl)c1ccc2c(c1)C(C)(C)CCC2(C)C, CCOC(=O)c1ccc(N)cc1, O, c1ccncc1. Reaction SMILES: [CH2:1]([CH2:2][CH2:3][CH2:4][CH3:5])[N:6]([C:7](=[O:8])[Cl:9])[c:10]1[cH:11][c:12]2[c:17]([cH:18][cH:19]1)[C:16]([CH3:20])([CH3:21])[CH2:15][CH2:14][C:13]2([CH3:22])[CH3:23].[NH2:24][c:25]1[cH:26][cH:27][c:28]([C:29](=[O:30])[O:31][CH2:32][CH3:33])[cH:34][cH:35]1.[OH2:42].[cH:36]1[cH:37][cH:38][n:39][cH:40][cH:41]1>>[CH2:1]([CH2:2][CH2:3][CH2:4][CH3:5])[N:6]([C:7](=[O:8])[NH:24][c:25]1[cH:26][cH:27][c:28]([C:29](=[O:30])[O:31][CH2:32][CH3:33])[cH:34][cH:35]1)[c:10]1[cH:11][c:12]2[c:17]([cH:18][cH:19]1)[C:16]([CH3:20])([CH3:21])[CH2:15][CH2:14][C:13]2([CH3:22])[CH3:23]. Product: CCCCCN(C(=O)Nc1ccc(C(=O)OCC)cc1)c1ccc2c(c1)C(C)(C)CCC2(C)C. Starting materials: BrC=1C=CC(=NC1)Cl (5-Bromo-2-chloropyridine), [Si](C)(C)(C(C)(C)C)OCC1CCNCC1 (4-((t-butyldimethylsilyloxy)methyl)piperidine), C1(=CC=CC=C1)P(C1=CC=CC=2C(C3=CC=CC(=C3OC12)P(C1=CC=CC=C1)C1=CC=CC=C1)(C)C)C1=CC=CC=C1 (4,5-bis(diphenylphosphino)-9,9-dimethyl-9H-xanthene), CC(C)([O-])C.[Na+] (sodium t-butoxide). Reaction conditions: temperature 80 celsius. Solvent: O1CCOCC1 (dioxane), C(C)(=O)OCC (ethyl acetate). Isolated yield 8.9%. As a reaction SMILES: Br[C:2]1[CH:3]=[CH:4][C:5]([Cl:8])=[N:6][CH:7]=1.[Si:9]([O:16][CH2:17][CH:18]1[CH2:23][CH2:22][NH:21][CH2:20][CH2:19]1)([C:12]([CH3:15])([CH3:14])[CH3:13])([CH3:11])[CH3:10].C1(P(C2C=CC=CC=2)C2C3OC4C(=CC=CC=4P(C4C=CC=CC=4)C4C=CC=CC=4)C(C)(C)C=3C=CC=2)C=CC=CC=1.CC(C)([O-])C.[Na+]>O1CCOCC1.C(OCC)(=O)C.C1C=CC(/C=C/C(/C=C/C2C=CC=CC=2)=O)=CC=1.C1C=CC(/C=C/C(/C=C/C2C=CC=CC=2)=O)=CC=1.C1C=CC(/C=C/C(/C=C/C2C=CC=CC=2)=O)=CC=1.[Pd].[Pd]>[Si:9]([O:16][CH2:17][CH:18]1[CH2:19][CH2:20][N:21]([C:2]2[CH:3]=[CH:4][C:5]([Cl:8])=[N:6][CH:7]=2)[CH2:22][CH2:23]1)([C:12]([CH3:15])([CH3:14])[CH3:13])([CH3:11])[CH3:10] |f:3.4,7.8.9.10.11|. The reagents and catalysts are C=1C=CC(=CC1)/C=C/C(=O)/C=C/C2=CC=CC=C2.C=1C=CC(=CC1)/C=C/C(=O)/C=C/C2=CC=CC=C2.C=1C=CC(=CC1)/C=C/C(=O)/C=C/C2=CC=CC=C2.[Pd].[Pd] (tris(dibenzylideneacetone)dipalladium). Procedure: 5-Bromo-2-chloropyridine (1.00 g, 5.20 mmol), 4-((t-butyldimethylsilyloxy)-methyl)piperidine (284), (1.19 g, 5.20 mmol), tris(dibenzylideneacetone)dipalladium (0) (0.0952 g, 0.104 mmol), 4,5-bis(diphenylphosphino)-9,9-dimethyl-9H-xanthene (0.180 g, 0.312 mmol), and sodium t-butoxide (0.749 g, 7.79 mmol) were dissolved in 40 mL dioxane under argon. The reaction was heated at 80° C. for 17 hours. The resulting solution was cooled an taken up in ethyl acetate (125 mL) and washed with aqueous K2CO3,... Yields the product [Si](C)(C)(C(C)(C)C)OCC1CCN(CC1)C=1C=CC(=NC1)Cl (5-(4-((t-butyldimethylsilyloxy)methyl)piperidin-1-yl)-2-chloropyridine).